Dataset: the Open Reaction Database (ORD), a public repository of structured organic reaction records. Task: describe an organic reaction: reactants, conditions, products, and yield The reactants are O=C(O)Cc1ccc(C(F)(F)F)cc1, Cc1ccc2cccc(N)c2n1. The reagents and catalysts are CCN=C=NCCCN(C)C.Cl (EDC-HCl). Run in CN(C)C=O (DMF), CN(C)C=O (DMF), CN(C)C=O (DMF), CN(C)C=O (DMF), CN(C)C=O (DMF), CN(C)C=O (DMF). Conditions: temperature 25 celsius, time 2 hour. Yields the product Cc1ccc2cccc(NC(=O)Cc3ccc(C(F)(F)F)cc3)c2n1. Yield: 18.0%. As a reaction SMILES: Cc1ccc2cccc(N)c2n1.O=C(O)Cc1ccc(C(F)(F)F)cc1.CCN=C=NCCCN(C)C.Cl.CN(C)C=O>>Cc1ccc2cccc(NC(=O)Cc3ccc(C(F)(F)F)cc3)c2n1.